From a dataset of the Open Reaction Database (ORD), a public repository of structured organic reaction records. describe an organic reaction: reactants, conditions, products, and yield Reactants: ClC=1C=CC(=C(C(=O)O)C1)COC1=CC(=CC=C1)F (5-Chloro-2-[(3-fluorophenoxy)methyl]benzoic acid), Cl.N[C@@H](C)C1=CC=C(C(=O)OC)C=C1 (Methyl 4-[(1S)-1-aminoethyl]benzoate hydrochloride). Product: ClC=1C=CC(=C(C(=O)N[C@@H](C)C2=CC=C(C(=O)OC)C=C2)C1)COC1=CC(=CC=C1)F (Methyl 4-[(1S)-1-({5-chloro-2-[(3-fluorophenoxy)methyl]benzoyl}amino)ethyl]benzoate). Reaction SMILES: [Cl:1][C:2]1[CH:3]=[CH:4][C:5]([CH2:11][O:12][C:13]2[CH:18]=[CH:17][CH:16]=[C:15]([F:19])[CH:14]=2)=[C:6]([CH:10]=1)[C:7]([OH:9])=O.Cl.[NH2:21][C@H:22]([C:24]1[CH:33]=[CH:32][C:27]([C:28]([O:30][CH3:31])=[O:29])=[CH:26][CH:25]=1)[CH3:23]>>[Cl:1][C:2]1[CH:3]=[CH:4][C:5]([CH2:11][O:12][C:13]2[CH:18]=[CH:17][CH:16]=[C:15]([F:19])[CH:14]=2)=[C:6]([CH:10]=1)[C:7]([NH:21][C@H:22]([C:24]1[CH:33]=[CH:32][C:27]([C:28]([O:30][CH3:31])=[O:29])=[CH:26][CH:25]=1)[CH3:23])=[O:9] |f:1.2|. Reported procedure: The title compound was prepared according to the procedure described in step 6 of Example 1 from 5-chloro-2-[(3-fluorophenoxy)methyl]benzoic acid (step 2) and methyl 4-[(1S)-1-aminoethyl]benzoate hydrochloride (step 5 of Example 1): Reactants: ice, NC1=C(C#N)C=CC(=C1)OC (2-amino-4-methoxybenzonitrile), N(=O)[O-].[Na+] (sodium nitrite), stannous chloride. Solvent: Cl (HCl), O (water), Cl (hydrochloric acid). The product is COC1=CC=C2C(=NNC2=C1)N (6-Methoxy-1H-indazol-3-amine). Yield: 91.9%. As a reaction SMILES: [NH2:1][C:2]1[CH:9]=[C:8]([O:10][CH3:11])[CH:7]=[CH:6][C:3]=1[C:4]#[N:5].[N:12]([O-])=O.[Na+]>Cl.O>[CH3:11][O:10][C:8]1[CH:9]=[C:2]2[C:3]([C:4]([NH2:12])=[N:5][NH:1]2)=[CH:6][CH:7]=1 |f:1.2|. Procedure details: To an ice-cooled suspension of 66.35 g (0.448 mol) of 2-amino-4-methoxybenzonitrile in 530 ml of concentrated HCl, a solution of 37.07 g (0.537 mol) of sodium nitrite in 55 ml of water was added dropwise. After 1.5 hours the cold suspension was added dropwise to a preformed solution of 679.25 g (3.58 mol) of stannous chloride in 530 ml of concentrated hydrochloric acid (HCl), at SOC. After 3 hours the cold suspension was filtered and the moist solid was treated with 1.7 l of boiling water for 30... The reactants are ClC(=O)OC (Methyl chloroformate), BrC=1C=CC=C2C=CC(=NC12)NC1=CC=CC=C1 (8-bromo-N-phenylquinolin-2-amine), CCN(C(C)C)C(C)C (DIPEA), C1CCOC1 (THF), CCN(C(C)C)C(C)C (DIPEA), ClC(=O)OC (methyl chloroformate). Run at temperature 70 celsius. Product: C(C)(=O)C=1C=CC=C2C=CC(=NC12)N(C(OC)=O)C1=CC=CC=C1 (methyl (8-acetylquinolin-2-yl)(phenyl)carbamate). RXN SMILES: Cl[C:2]([O:4][CH3:5])=[O:3].Br[C:7]1[CH:8]=[CH:9][CH:10]=[C:11]2[C:16]=1[N:15]=[C:14]([NH:17][C:18]1[CH:23]=[CH:22][CH:21]=[CH:20][CH:19]=1)[CH:13]=[CH:12]2.CCN(C(C)C)C(C)C.C1C[O:36][CH2:35][CH2:34]1>>[C:35]([C:7]1[CH:8]=[CH:9][CH:10]=[C:11]2[C:16]=1[N:15]=[C:14]([N:17]([C:18]1[CH:23]=[CH:22][CH:21]=[CH:20][CH:19]=1)[C:2](=[O:3])[O:4][CH3:5])[CH:13]=[CH:12]2)(=[O:36])[CH3:34]. Procedure: Methyl chloroformate (0.155 ml, 2.006 mmol) was added to a solution of 8-bromo-N-phenylquinolin-2-amine (Example 165c; 0.500 g, 1.671 mmol) and DIPEA (0.438 ml, 2.507 mmol) in 5 mL THF and stirred over the weekend. The reaction was then sealed and heated at 70° C. for 6 h. Additional DIPEA (0.438 ml, 2.507 mmol) and methyl chloroformate (0.155 ml, 2.006 mmol) were added and the reaction was stirred overnight at RT. The reaction was heated for several hours at 70° C. The reaction mixture was then... Reactants: O=C([O-])[O-], CCOC(=O)C(C)(C)Br, CN(C)C=O, Sc1ccc2c(-c3ccc(Cl)cc3)noc2c1, Cl, [K+], [K+]. The product is CCOC(=O)C(C)(C)Sc1ccc2c(-c3ccc(Cl)cc3)noc2c1. RXN SMILES: [C:18](=[O:19])([O-:20])[O-:21].[CH2:24]([CH3:25])[O:26][C:27]([C:28]([CH3:29])([CH3:30])[Br:31])=[O:32].[CH3:34][N:35]([CH3:36])[CH:37]=[O:38].[Cl:1][c:2]1[cH:3][cH:4][c:5](-[c:8]2[n:9][o:10][c:11]3[c:12]2[cH:13][cH:14][c:15]([SH:17])[cH:16]3)[cH:6][cH:7]1.[ClH:33].[K+:22].[K+:23]>>[Cl:1][c:2]1[cH:3][cH:4][c:5](-[c:8]2[n:9][o:10][c:11]3[c:12]2[cH:13][cH:14][c:15]([S:17][C:28]([C:27]([O:26][CH2:24][CH3:25])=[O:32])([CH3:29])[CH3:30])[cH:16]3)[cH:6][cH:7]1.